This data is from the Open Reaction Database (ORD), a public repository of structured organic reaction records. The task is: describe an organic reaction: reactants, conditions, products, and yield The reactants are C(C1=CC=CC=C1)OC(C(CCC(=O)OCC=C)NC(=O)OCC1C2=CC=CC=C2C=2C=CC=CC12)=O (2-(9H-Fluoren-9-ylmethoxycarbonylamino)-pentanedioic acid 5-allyl ester 1-benzyl ester), C(CCCCCCCCC)(=O)Cl (decanoyl chloride). The reagents and catalysts are CN(C)C=1C=CN=CC1 (DMAP). The solvent is C(Cl)Cl (CH2Cl2). Conditions: temperature 22 celsius, time 24 hour. Yields the product C(C1=CC=CC=C1)OC(C(CCC(=O)OCC=C)NC(CCCCCCCCC)=O)=O (2-Decanoylamino-pentanedioic acid 5-allyl ester 1-benzyl ester). Isolated yield 63.5%. Reaction SMILES: [CH2:1]([O:8][C:9](=[O:37])[CH:10]([NH:19][C:20]([O:22]CC1C2C=CC=CC=2C2C1=CC=CC=2)=O)[CH2:11][CH2:12][C:13]([O:15][CH2:16][CH:17]=[CH2:18])=[O:14])[C:2]1[CH:7]=[CH:6][CH:5]=[CH:4][CH:3]=1.[C:38](Cl)(=O)[CH2:39][CH2:40][CH2:41][CH2:42][CH2:43][CH2:44][CH2:45][CH2:46]C>C(Cl)Cl.CN(C1C=CN=CC=1)C>[CH2:1]([O:8][C:9](=[O:37])[CH:10]([NH:19][C:20](=[O:22])[CH2:38][CH2:39][CH2:40][CH2:41][CH2:42][CH2:43][CH2:44][CH2:45][CH3:46])[CH2:11][CH2:12][C:13]([O:15][CH2:16][CH:17]=[CH2:18])=[O:14])[C:2]1[CH:3]=[CH:4][CH:5]=[CH:6][CH:7]=1. Procedure details: The Fmoc protective group was subsequently removed by exposure to DMAP and the free amine was acylated in situ with decanoyl chloride to give 2-Decanoylamino-pentanedioic acid 5-allyl ester 1-benzyl ester (7) in 63% yield as follows. To a suspension of 1 g (2.0 mmol) of 6 in 10 mL of CH2Cl2 was added 1 g (8.2 mmol) of DMAP. The reaction mixture was stirred at 22° C. for 24 h, treated with 0.62 mL (3.0 mmol) of decanoyl chloride, stirred for 2 h at 22° C., and extracted with saturated sodium bica... Reactants: C(C)(=O)O[C@H]1C[C@@H](CC2=CC=C3[C@@H]4CC[C@H](C(C)C=O)[C@]4(CC[C@@H]3[C@@]12C)C)OC(C)=O (1α,3β-diacetoxypregna-5,7-diene-20-carbaldehyde), C([O-])([O-])=O.[K+].[K+] (potassium carbonate), O (water). The solvent is CO (methanol). Reaction conditions: time 12 hour. The product is O[C@H]1C[C@@H](CC2=CC=C3[C@@H]4CC[C@H](C(C)C=O)[C@]4(CC[C@@H]3[C@@]12C)C)O (1α,3β-dihydroxypregna-5,7-diene-20-carbaldehyde). The yield is 83.5%. As a reaction SMILES: C([O:4][C@@H:5]1[C@@:25]2([CH3:26])[C:9](=[CH:10][CH:11]=[C:12]3[C@@H:24]2[CH2:23][CH2:22][C@@:21]2([CH3:27])[C@H:13]3[CH2:14][CH2:15][C@@H:16]2[CH:17]([CH:19]=[O:20])[CH3:18])[CH2:8][C@@H:7]([O:28]C(=O)C)[CH2:6]1)(=O)C.C(=O)([O-])[O-].[K+].[K+].O>CO>[OH:4][C@@H:5]1[C@@:25]2([CH3:26])[C:9](=[CH:10][CH:11]=[C:12]3[C@@H:24]2[CH2:23][CH2:22][C@@:21]2([CH3:27])[C@H:13]3[CH2:14][CH2:15][C@@H:16]2[CH:17]([CH:19]=[O:20])[CH3:18])[CH2:8][C@@H:7]([OH:28])[CH2:6]1 |f:1.2.3|. Reported procedure: IN 2 ml of methanol was dissolved 73 mg of 1α,3β-diacetoxypregna-5,7-diene-20-carbaldehyde, followed by addition of 5 mg of potassium carbonate. The mixture was stirred at room temperature for 12 hours. The reaction mixture was poured into water and extracted with diethyl ether, and the extract was washed with aqueous sodium chloride solution, dried over sodium sulfate and concentrated. The residue was recrystallized from ether to give 49 mg of 1α,3β-dihydroxypregna-5,7-diene-20-carbaldehyde whi... Reagents/catalysts: C(C)(=O)[O-].[Pd+2].C(C)(=O)[O-] (palladium acetate). Solvent: O (water). Product: ClC=1C=C2C(=NC1C1=CC=C(C=C1)C1=CC=C(C=C1)C(=O)OC)N=C(N2COCC[Si](C)(C)C)O[C@@H]2C[C@@H]1OC(OC[C@H]1OC2)C2=CC=CC=C2 (Methyl 4′-(6-chloro-2-(((4aR,7R,8aS)-2-phenylhexahydropyrano[3,2-d][1,3]dioxin-7-yl)oxy)-1-((2-(trimethylsilyl)ethoxy)methyl)-1H-imidazo[4,5-b]pyridin-5-yl)-[1,1′-biphenyl]-4-carboxylate). The reactants are BrC1=CC=C(C=C1)C1=C(C=C2C(=N1)N=C(N2COCC[Si](C)(C)C)O[C@@H]2C[C@@H]1OC(OC[C@H]1OC2)C2=CC=CC=C2)Cl (5-(4-bromophenyl)-6-chloro-2-(((4aR,7R,8aS)-2-phenylhexahydropyrano[3,2-d][1,3]dioxin-7-yl)oxy)-1-((2-(trimethylsilyl)ethoxy)methyl)-1H-imidazo[4,5-b]pyridine), C1(CCCCC1)P(C1=C(C=CC=C1)C1=C(C=CC=C1OC)OC)C1CCCCC1 (dicyclohexyl(2′,6′-dimethoxy-[1,1′-biphenyl]-2-yl)phosphine), CC1(OB(OC1(C)C)C1=CC=C(C(=O)OC)C=C1)C (methyl 4-(4,4,5,5-tetramethyl-1,3,2-dioxaborolan-2-yl)benzoate), P(=O)([O-])([O-])[O-].[K+].[K+].[K+] (potassium phosphate). Reported procedure: To a stirred solution of 5-(4-bromophenyl)-6-chloro-2-(((4aR,7R,8aS)-2-phenylhexahydropyrano[3,2-d][1,3]dioxin-7-yl)oxy)-1-((2-(trimethylsilyl)ethoxy)methyl)-1H-imidazo[4,5-b]pyridine (586 mg, 0.871 mmol), dicyclohexyl(2′,6′-dimethoxy-[1,1′-biphenyl]-2-yl)phosphine (36 mg, 0.088 mmol), methyl 4-(4,4,5,5-tetramethyl-1,3,2-dioxaborolan-2-yl)benzoate (297 mg, 1.132 mmol), and tribasic potassium phosphate (554 mg, 2.61 mmol) in tolune (2 mL) and water (0.1 mL) under nitrogen was added palladium acet... Run at temperature 100 celsius, time 16 hour. As a reaction SMILES: Br[C:2]1[CH:7]=[CH:6][C:5]([C:8]2[N:13]=[C:12]3[N:14]=[C:15]([O:25][C@H:26]4[CH2:35][O:34][C@H:33]5[C@@H:28]([O:29][CH:30]([C:36]6[CH:41]=[CH:40][CH:39]=[CH:38][CH:37]=6)[O:31][CH2:32]5)[CH2:27]4)[N:16]([CH2:17][O:18][CH2:19][CH2:20][Si:21]([CH3:24])([CH3:23])[CH3:22])[C:11]3=[CH:10][C:9]=2[Cl:42])=[CH:4][CH:3]=1.C1(P(C2CCCCC2)C2C=CC=CC=2C2C(OC)=CC=CC=2OC)CCCCC1.CC1(C)C(C)(C)OB([C:80]2[CH:89]=[CH:88][C:83]([C:84]([O:86][CH3:87])=[O:85])=[CH:82][CH:81]=2)O1.P([O-])([O-])([O-])=O.[K+].[K+].[K+]>C([O-])(=O)C.[Pd+2].C([O-])(=O)C.O>[Cl:42][C:9]1[CH:10]=[C:11]2[N:16]([CH2:17][O:18][CH2:19][CH2:20][Si:21]([CH3:22])([CH3:23])[CH3:24])[C:15]([O:25][C@H:26]3[CH2:35][O:34][C@H:33]4[C@@H:28]([O:29][CH:30]([C:36]5[CH:41]=[CH:40][CH:39]=[CH:38][CH:37]=5)[O:31][CH2:32]4)[CH2:27]3)=[N:14][C:12]2=[N:13][C:8]=1[C:5]1[CH:6]=[CH:7][C:2]([C:80]2[CH:89]=[CH:88][C:83]([C:84]([O:86][CH3:87])=[O:85])=[CH:82][CH:81]=2)=[CH:3][CH:4]=1 |f:3.4.5.6,7.8.9|.